describe an organic reaction: reactants, conditions, products, and yield From a dataset of the Open Reaction Database (ORD), a public repository of structured organic reaction records. Starting materials: BrC=1C=C2C(=CC1)OC(CC21N=C(N(O1)C)N)C1COCCC1 (6-bromo-2′-methyl-2-(tetrahydro-2H-pyran-3-yl)-2′H-spiro[chroman-4,5′-[1,2,4]oxadiazol]-3′-amine), FC=1C=C(C=C(C1)F)B(O)O (3,5-difluorophenylboronic acid), C(=O)([O-])[O-].[Cs+].[Cs+] (Cs2CO3). The reagents and catalysts are Cl[Pd]([P](C1=CC=CC=C1)(C2=CC=CC=C2)C3=CC=CC=C3)([P](C4=CC=CC=C4)(C5=CC=CC=C5)C6=CC=CC=C6)Cl (Pd(PPh3)2Cl2). The solvent is O1CCOCC1 (1,4-dioxane). Reaction conditions: temperature 120 celsius. Product: FC=1C=C(C=C(C1)F)C=1C=C2C(=CC1)OC(CC21N=C(N(O1)C)N)C1COCCC1 (6-(3,5-difluorophenyl)-2′-methyl-2-(tetrahydro-2H-pyran-3-yl)-2′H-spiro[chroman-4,5′-[1,2,4]oxadiazol]-3′-amine). The yield is 30.1%. Reaction SMILES: Br[C:2]1[CH:3]=[C:4]2[C:11]3([O:15][N:14]([CH3:16])[C:13]([NH2:17])=[N:12]3)[CH2:10][CH:9]([CH:18]3[CH2:23][CH2:22][CH2:21][O:20][CH2:19]3)[O:8][C:5]2=[CH:6][CH:7]=1.[F:24][C:25]1[CH:26]=[C:27](B(O)O)[CH:28]=[C:29]([F:31])[CH:30]=1.C([O-])([O-])=O.[Cs+].[Cs+]>O1CCOCC1.Cl[Pd](Cl)([P](C1C=CC=CC=1)(C1C=CC=CC=1)C1C=CC=CC=1)[P](C1C=CC=CC=1)(C1C=CC=CC=1)C1C=CC=CC=1>[F:24][C:25]1[CH:26]=[C:27]([C:2]2[CH:3]=[C:4]3[C:11]4([O:15][N:14]([CH3:16])[C:13]([NH2:17])=[N:12]4)[CH2:10][CH:9]([CH:18]4[CH2:23][CH2:22][CH2:21][O:20][CH2:19]4)[O:8][C:5]3=[CH:6][CH:7]=2)[CH:28]=[C:29]([F:31])[CH:30]=1 |f:2.3.4,^1:49,68|. Reported procedure: In a 10 mL flask, 6-bromo-2′-methyl-2-(tetrahydro-2H-pyran-3-yl)-2′H-spiro[chroman-4,5′-[1,2,4]oxadiazol]-3′-amine (30 mg, 0.08 mmol), Pd(PPh3)2Cl2 (15 mg), 3,5-difluorophenylboronic acid (25 mg, 0.16 mg) were dissolved in 1,4-dioxane (4.0 mL), followed by addition of Cs2CO3 (2 N, 1 mL). The mixture was heated at 120° C. under Ar in a microwave reactor for 30 minutes. The reaction mixture was concentrated in vacuo to give the residue, which was purified by preparative TLC and HPLC to give 6-(3,5... Reactants: Cc1cc(Oc2c(Br)cc([N+](=O)[O-])c(C(F)(F)F)c2Br)cc(C(C)C)c1O, CCO, CCOC(C)=O. Yields the product Cc1cc(Oc2c(Br)cc(N)c(C(F)(F)F)c2Br)cc(C(C)C)c1O. Reaction SMILES: [Br:1][c:2]1[c:3]([O:4][c:5]2[cH:6][c:7]([CH3:15])[c:8]([OH:14])[c:9]([CH:11]([CH3:12])[CH3:13])[cH:10]2)[c:16]([Br:27])[cH:17][c:18]([N+:24]([O-:25])=[O:26])[c:19]1[C:20]([F:21])([F:22])[F:23].[CH3:28][CH2:29][OH:30].[CH3:31][CH2:32][O:33][C:34]([CH3:35])=[O:36]>>[Br:1][c:2]1[c:3]([O:4][c:5]2[cH:6][c:7]([CH3:15])[c:8]([OH:14])[c:9]([CH:11]([CH3:12])[CH3:13])[cH:10]2)[c:16]([Br:27])[cH:17][c:18]([NH2:24])[c:19]1[C:20]([F:21])([F:22])[F:23].